This data is from the Open Reaction Database (ORD), a public repository of structured organic reaction records. The task is: describe an organic reaction: reactants, conditions, products, and yield The reactants are N#N (N2), CC1=CC=C(CN2C(N(C(=C2)CCOS(=O)(=O)C2=CC=C(C=C2)C)CCC)=O)C=C1 (toluene-4-sulfonic acid 2-[1-(4-methyl-benzyl)-2-oxo-3-propyl-2,3-dihydro-1H-imidazol-4-yl]-ethyl ester), C(C)OC(C(C)(C)OC1=CC=C(C=C1)O)=O (2-(4-hydroxy-phenoxy)-2-methyl-propionic acid ethyl ester), CS2CO3. Run in CN(C)C=O (DMF). Product: C(C)OC(C(C)(OC1=CC=C(C=C1)OCCC=1N(C(N(C1)CC1=CC=C(C=C1)C)=O)CCC)C)=O (2-methyl-2-(4-{2-[1-(4-methyl-benzyl)-2-oxo-3-propyl-2,3-dihydro-1H-imidazol-4-yl]-ethoxy}-phenoxy)-propionic acid ethyl ester). The yield is 19.1%. RXN SMILES: [CH3:1][C:2]1[CH:30]=[CH:29][C:5]([CH2:6][N:7]2[CH:11]=[C:10]([CH2:12][CH2:13][O:14]S(C3C=CC(C)=CC=3)(=O)=O)[N:9]([CH2:25][CH2:26][CH3:27])[C:8]2=[O:28])=[CH:4][CH:3]=1.[CH2:31]([O:33][C:34](=[O:46])[C:35]([O:38][C:39]1[CH:44]=[CH:43][C:42](O)=[CH:41][CH:40]=1)([CH3:37])[CH3:36])[CH3:32].N#N>CN(C=O)C>[CH2:31]([O:33][C:34](=[O:46])[C:35]([CH3:37])([O:38][C:39]1[CH:44]=[CH:43][C:42]([O:14][CH2:13][CH2:12][C:10]2[N:9]([CH2:25][CH2:26][CH3:27])[C:8](=[O:28])[N:7]([CH2:6][C:5]3[CH:4]=[CH:3][C:2]([CH3:1])=[CH:30][CH:29]=3)[CH:11]=2)=[CH:41][CH:40]=1)[CH3:36])[CH3:32]. Procedure: A mixture of toluene-4-sulfonic acid 2-[1-(4-methyl-benzyl)-2-oxo-3-propyl-2,3-dihydro-1H-imidazol-4-yl]-ethyl ester (0.194 g, 1.51 mmol), 2-(4-hydroxy-phenoxy)-2-methyl-propionic acid ethyl ester (0.088 g, 0.392 mmol) and CS2CO3 (0.156 g, 0.478 mmol) in DMF (15 mL) was heated at 55° C. for under N2 for 16 h. The reaction mixture was cooled to room temperature, quenched with aqueous 1 N HCl (2 mL), and worked up extractively with EtOAc and water. The organic layer was dried (MgSO4) and the solve... The reactants are [OH-].[K+] (potassium hydroxide), S([O-])(O)(=O)=O.[Na+] (sodium bisulfate), C(C)OC([C@@H](N(CC)C(=O)OC(C)(C)C)CC1=CC=CC=C1)=O (t-butoxycarbonyl-N-ethylphenylalanine ethyl ester), ClCCl (dichloromethane). Product: C(C)(C)(C)OC(=O)N([C@@H](CC1=CC=CC=C1)C(=O)O)CC (t-butoxycarbonyl-N-ethylphenylalanine). Solvent: O (water), O1CCCC1 (tetrahydrofuran). Conditions: time 8 hour. Procedure details: To a stirred mixture of 16 g (0.05 mole) of t-butoxycarbonyl-N-ethylphenylalanine ethyl ester (prepared as in Example 11) in 200 ml of tetrahydrofuran was added 6.6 g (0.1 mole) of potassium hydroxide in 400 ml of water. After the mixture was stirred overnight, 400 ml of dichloromethane was added and the mixture acidified to pH 3 with 0.5M sodium bisulfate. The aqueous layer was separated and washed with dichloromethane, and all organic layers were recombined. This organic solution was further w... Reaction SMILES: C([O:3][C:4](=[O:23])[C@H:5]([CH2:16][C:17]1[CH:22]=[CH:21][CH:20]=[CH:19][CH:18]=1)[N:6]([C:9]([O:11][C:12]([CH3:15])([CH3:14])[CH3:13])=[O:10])[CH2:7][CH3:8])C.[OH-].[K+].ClCCl.S(=O)(=O)(O)[O-].[Na+]>O1CCCC1.O>[C:12]([O:11][C:9]([N:6]([CH2:7][CH3:8])[C@H:5]([C:4]([OH:23])=[O:3])[CH2:16][C:17]1[CH:22]=[CH:21][CH:20]=[CH:19][CH:18]=1)=[O:10])([CH3:14])([CH3:15])[CH3:13] |f:1.2,4.5|. RXN SMILES: [Al+3:23].[CH3:28][OH:29].[CH3:36][CH2:37][O:38][C:39](=[O:40])[CH3:41].[H-:21].[H-:22].[H-:25].[H-:26].[H-:27].[Li+:24].[Na+:20].[O:1]=[C:2]1[CH:3]2[N:4]([c:5]3[c:6]([cH:8][c:9]([C:12](=[O:13])[O:14][CH3:15])[cH:10][n:11]3)[NH:7]1)[CH2:16][CH2:17][O:18][CH2:19]2.[O:30]1[CH2:31][CH2:32][CH2:33][CH2:34]1.[OH2:35]>>[O:1]=[C:2]1[CH:3]2[N:4]([c:5]3[c:6]([cH:8][c:9]([CH2:12][OH:13])[cH:10][n:11]3)[NH:7]1)[CH2:16][CH2:17][O:18][CH2:19]2. The reactants are [Al+3], CO, CCOC(C)=O, [H-], [H-], [H-], [H-], [H-], [Li+], [Na+], COC(=O)c1cnc2c(c1)NC(=O)C1COCCN21, C1CCOC1, O. Product: O=C1Nc2cc(CO)cnc2N2CCOCC12. The reactants are Cc1cccc(-c2nn3c(c2-c2ccc(F)cc2)CCC3COCc2ccccc2)n1, C[Si](C)(C)I, CO, ClC(Cl)Cl. Product: Cc1cccc(-c2nn3c(c2-c2ccc(F)cc2)CCC3CO)n1. RXN SMILES: [CH2:1]([c:2]1[cH:3][cH:4][cH:5][cH:6][cH:7]1)[O:8][CH2:9][CH:10]1[CH2:11][CH2:12][c:13]2[n:14]1[n:15][c:16](-[c:25]1[n:26][c:27]([CH3:31])[cH:28][cH:29][cH:30]1)[c:17]2-[c:18]1[cH:19][cH:20][c:21]([F:24])[cH:22][cH:23]1.[CH3:32][Si:33]([I:34])([CH3:35])[CH3:36].[CH3:41][OH:42].[CH:37]([Cl:38])([Cl:39])[Cl:40]>>[OH:8][CH2:9][CH:10]1[CH2:11][CH2:12][c:13]2[n:14]1[n:15][c:16](-[c:25]1[n:26][c:27]([CH3:31])[cH:28][cH:29][cH:30]1)[c:17]2-[c:18]1[cH:19][cH:20][c:21]([F:24])[cH:22][cH:23]1. The reactants are O.CCOC(=O)C (water EtOAc), C1(CC1)COC(C(CC(C)C)C1=CC(=C(C(=C1)OCC1CC1)I)Cl)=O (2-(3-chloro-5-cyclopropylmethoxy-4-iodo-phenyl)-4-methyl-pentanoic acid cyclopropylmethyl ester), CC1(OB(OC1(C)C)C=1C=CC=2C(=NON2)C1)C (5-(4,4,5,5-tetramethyl-[1,3,2]dioxaborolan-2-yl)-benzo[1,2,5]oxadiazole), [F-].[Cs+] (CsF). Reagents/catalysts: C1=CC=C(C=C1)P([C-]2C=CC=C2)C3=CC=CC=C3.C1=CC=C(C=C1)P([C-]2C=CC=C2)C3=CC=CC=C3.Cl[Pd]Cl.[Fe+2] ([1,1′-bis(diphenylphosphino)ferrocene]dichloropalladium). Solvent: COCCOC (DME). Conditions: temperature 100 celsius. The product is C1(CC1)COC(C(CC(C)C)C1=CC(=C(C(=C1)OCC1CC1)C=1C=CC=2C(=NON2)C1)Cl)=O (2-(4-benzo[1,2,5]oxadiazol-5-yl-3-chloro-5-cyclopropylmethoxy-phenyl)-4-methyl-pentanoic acid cyclopropylmethyl ester). The yield is 41.2%. RXN SMILES: [CH:1]1([CH2:4][O:5][C:6](=[O:25])[CH:7]([C:12]2[CH:17]=[C:16]([O:18][CH2:19][CH:20]3[CH2:22][CH2:21]3)[C:15](I)=[C:14]([Cl:24])[CH:13]=2)[CH2:8][CH:9]([CH3:11])[CH3:10])[CH2:3][CH2:2]1.CC1(C)C(C)(C)OB([C:34]2[CH:35]=[CH:36][C:37]3[C:38]([CH:42]=2)=[N:39][O:40][N:41]=3)O1.[F-].[Cs+].O.CCOC(C)=O>COCCOC.C1C=CC(P(C2C=CC=CC=2)[C-]2C=CC=C2)=CC=1.C1C=CC(P(C2C=CC=CC=2)[C-]2C=CC=C2)=CC=1.Cl[Pd]Cl.[Fe+2]>[CH:1]1([CH2:4][O:5][C:6](=[O:25])[CH:7]([C:12]2[CH:17]=[C:16]([O:18][CH2:19][CH:20]3[CH2:22][CH2:21]3)[C:15]([C:34]3[CH:35]=[CH:36][C:37]4[C:38]([CH:42]=3)=[N:39][O:40][N:41]=4)=[C:14]([Cl:24])[CH:13]=2)[CH2:8][CH:9]([CH3:11])[CH3:10])[CH2:3][CH2:2]1 |f:2.3,4.5,7.8.9.10|. Procedure details: To a solution of 2-(3-chloro-5-cyclopropylmethoxy-4-iodo-phenyl)-4-methyl-pentanoic acid cyclopropylmethyl ester (0.27 g, 0.57 mmol) in DME (anhydrous, 10 mL) under argon atmosphere were added 5-(4,4,5,5-tetramethyl-[1,3,2]dioxaborolan-2-yl)-benzo[1,2,5]oxadiazole (0.15 g, 0.61 mmol), CsF (0.2 g, 1.32 mmol), and [1,1′-bis(diphenylphosphino)ferrocene]dichloropalladium (II) (0.021 g, 0.029 mmol, need 0.06 mmol to complete the reaction!). The reaction mixture was refluxed for 18 h (oil bath, 100° C... Reactants: [Br-], C1CCOC1, C[Mg+], CCOCC, Cn1c(-c2cnccc2C=O)nc2ccc(Cl)cc21. Product: CC(O)c1ccncc1-c1nc2ccc(Cl)cc2n1C. As a reaction SMILES: [Br-:20].[CH2:28]1[O:29][CH2:30][CH2:31][CH2:32]1.[CH3:21][Mg+:22].[CH3:23][CH2:24][O:25][CH2:26][CH3:27].[Cl:1][c:2]1[cH:3][cH:4][c:5]2[c:6]([n:7]([CH3:18])[c:8](-[c:10]3[cH:11][n:12][cH:13][cH:14][c:15]3[CH:16]=[O:17])[n:9]2)[cH:19]1>>[Cl:1][c:2]1[cH:3][cH:4][c:5]2[c:6]([n:7]([CH3:18])[c:8](-[c:10]3[cH:11][n:12][cH:13][cH:14][c:15]3[CH:16]([OH:17])[CH3:23])[n:9]2)[cH:19]1. Starting materials: NCC1=NOC(=N1)C=1N=CN2C1[C@H]1N(C(C3=C2C=CC=C3)=O)CC1 ((S)-1-(3-aminomethyl-1,2,4-oxadiazol-5-yl)-12,12a-dihydro-9H,11H-azeto[2,1-c]imidazo[1,5-a][1,4]benzodiazepin-9-one), C(C)N(C(C)C)C(C)C (N-ethyldiisopropylamine), ICCCC (1-iodobutane), CN(C=O)C (N,N-dimethylformamide). Product: C(CCC)N(CCCC)CC1=NOC(=N1)C=1N=CN2C1C1N(C(C3=C2C=CC=C3)=O)CC1 (1-(3-di-butylaminomethyl-1,2,4-oxadiazol-5-yl)-12,12a-dihydro-9H,11H-azeto[2,1-c]imidazo[1,5-a][1,4]benzodiazepin-9-one). RXN SMILES: [NH2:1][CH2:2][C:3]1[N:7]=[C:6]([C:8]2[N:9]=[CH:10][N:11]3[C:17]4[CH:18]=[CH:19][CH:20]=[CH:21][C:16]=4[C:15](=[O:22])[N:14]4[CH2:23][CH2:24][C@H:13]4[C:12]=23)[O:5][N:4]=1.C(N([CH:31]([CH3:33])[CH3:32])C(C)C)C.I[CH2:35][CH2:36][CH2:37][CH3:38].[CH3:39]N(C)C=O>>[CH2:35]([N:1]([CH2:2][C:3]1[N:7]=[C:6]([C:8]2[N:9]=[CH:10][N:11]3[C:17]4[CH:18]=[CH:19][CH:20]=[CH:21][C:16]=4[C:15](=[O:22])[N:14]4[CH2:23][CH2:24][CH:13]4[C:12]=23)[O:5][N:4]=1)[CH2:39][CH2:33][CH2:31][CH3:32])[CH2:36][CH2:37][CH3:38]. Reported procedure: 2 g (6.2 mmol) of (S)-1-(3-aminomethyl-1,2,4-oxadiazol-5-yl)-12,12a-dihydro-9H,11H-azeto[2,1-c]imidazo[1,5-a][1,4]benzodiazepin-9-one, 30 ml of N,N-dimethylformamide, 3.7 ml (21.7 mmol) of N-ethyldiisopropylamine and 1.6 ml (14.3 mmol) of 1-iodobutane were stirred at room temperature for 6 hours and at 80° for 1.5 hours. The reaction mixture was evaporated and the residue was chromatographed on 180 g of silica gel while eluting with methylene chloride/ethyl acetate 7/3. By concentrating the unif...